From a dataset of the Open Reaction Database (ORD), a public repository of structured organic reaction records. describe an organic reaction: reactants, conditions, products, and yield Starting materials: C(C1=CC=CC=C1)[C@H]1N(C(OC1)=O)C(CC(C)C)=O (4(R)-benzyl-3-(3-methylbutyryl)oxazolidin-2-one), C[Si](C)(C)[N-][Si](C)(C)C.[Li+] (lithium bis(trimethylsilyl)amide), BrCC1=CC=C2C=CC=C(C2=C1)OCCOC (7-bromomethyl-1-(2-methoxyethoxy)naphthalene). The solvent is O1CCCC1 (tetrahydrofuran), O1CCCC1 (tetrahydrofuran). Run at time 30 minute. Yields the product C(C1=CC=CC=C1)[C@H]1N(C(OC1)=O)C(C(C(C)C)CC1=CC2=C(C=CC=C2C=C1)OCCOC)=O (4(R)-Benzyl-3-{2-[8-(2-methoxyethoxy)naphthalen-2-ylmethyl]-3-methylbutyryl}oxazolidin-2-one). As a reaction SMILES: [CH2:1]([C@@H:8]1[CH2:12][O:11][C:10](=[O:13])[N:9]1[C:14](=[O:19])[CH2:15][CH:16]([CH3:18])[CH3:17])[C:2]1[CH:7]=[CH:6][CH:5]=[CH:4][CH:3]=1.C[Si]([N-][Si](C)(C)C)(C)C.[Li+].Br[CH2:31][C:32]1[CH:41]=[C:40]2[C:35]([CH:36]=[CH:37][CH:38]=[C:39]2[O:42][CH2:43][CH2:44][O:45][CH3:46])=[CH:34][CH:33]=1>O1CCCC1>[CH2:1]([C@@H:8]1[CH2:12][O:11][C:10](=[O:13])[N:9]1[C:14](=[O:19])[CH:15]([CH2:31][C:32]1[CH:33]=[CH:34][C:35]2[C:40](=[C:39]([O:42][CH2:43][CH2:44][O:45][CH3:46])[CH:38]=[CH:37][CH:36]=2)[CH:41]=1)[CH:16]([CH3:17])[CH3:18])[C:2]1[CH:3]=[CH:4][CH:5]=[CH:6][CH:7]=1 |f:1.2|. Procedure: A solution of 0.31 g of 4(R)-benzyl-3-(3-methylbutyryl)oxazolidin-2-one in 2 ml of tetrahydrofuran is added dropwise at −78° C. to 1.2 ml of lithium bis(trimethylsilyl)amide solution (1M in tetrahydrofuran). After 30 minutes, a solution of 0.30 g of 7-bromomethyl-1-(2-methoxyethoxy)naphthalene in 2 ml of tetrahydrofuran is added dropwise and the reaction mixture is allowed to thaw from −78° C. to 0° C. over 2 hours. After 3 hours at 0° C., the reaction mixture is quenched with 5 ml of 1M ammoniu... Reactants: COC=1C(C(=C(C(C1OC)=O)C)CCCCCCCCCC(=O)OC)=O (2,3-Dimethoxy-5-methyl-6-(9'-methoxycarbonylnonyl)-1,4-benzoquinone), methyl ester, [H-].[Al+3].[Li+].[H-].[H-].[H-] (lithium aluminum hydride). The product is COC1=C(O)C(=C(C(=C1OC)O)C)CCCCCCCCCCO (2,3-dimethoxy-5-methyl-6-(10'-hydroxydecyl)-hydroquinone). Reaction SMILES: [CH3:1][O:2][C:3]1[C:4](=[O:26])[C:5]([CH2:13][CH2:14][CH2:15][CH2:16][CH2:17][CH2:18][CH2:19][CH2:20][CH2:21][C:22](OC)=[O:23])=[C:6]([CH3:12])[C:7](=[O:11])[C:8]=1[O:9][CH3:10].[H-].[Al+3].[Li+].[H-].[H-].[H-]>>[CH3:1][O:2][C:3]1[C:8]([O:9][CH3:10])=[C:7]([OH:11])[C:6]([CH3:12])=[C:5]([CH2:13][CH2:14][CH2:15][CH2:16][CH2:17][CH2:18][CH2:19][CH2:20][CH2:21][CH2:22][OH:23])[C:4]=1[OH:26] |f:1.2.3.4.5.6|. Reported procedure: 2,3-Dimethoxy-5-methyl-6-(9'-methoxycarbonylnonyl)-1,4-benzoquinone (formula I-2 wherein R=H3CO, n=8, in the form of methyl ester) (1 part) was treated with lithium aluminum hydride in the same manner as Example 53 to give 2,3-dimethoxy-5-methyl-6-(10'-hydroxydecyl)-hydroquinone (formula III-2 wherein R=H3CO, X=Y=OH, n=8, in the free form). The product was treated with ferric chloride in the same manner as Example 53 and then crystallized from ligroin. The procedure provided 2,3-dimethoxy-5-meth... The product is CCOC(C(=O)NCc1ccc(C#N)cc1)c1c(F)cc(-c2ccccc2CO)cc1F. Starting materials: [BH4-], CCOC(C(=O)NCc1ccc(C#N)cc1)c1c(F)cc(-c2ccccc2C=O)cc1F, CCO, [Na+]. Reaction SMILES: [BH4-:33].[C:1](#[N:2])[c:3]1[cH:4][cH:5][c:6]([CH2:7][NH:8][C:9]([CH:10]([O:11][CH2:12][CH3:13])[c:14]2[c:15]([F:29])[cH:16][c:17](-[c:21]3[c:22]([CH:27]=[O:28])[cH:23][cH:24][cH:25][cH:26]3)[cH:18][c:19]2[F:20])=[O:30])[cH:31][cH:32]1.[CH3:35][CH2:36][OH:37].[Na+:34]>>[C:1](#[N:2])[c:3]1[cH:4][cH:5][c:6]([CH2:7][NH:8][C:9]([CH:10]([O:11][CH2:12][CH3:13])[c:14]2[c:15]([F:29])[cH:16][c:17](-[c:21]3[c:22]([CH2:27][OH:28])[cH:23][cH:24][cH:25][cH:26]3)[cH:18][c:19]2[F:20])=[O:30])[cH:31][cH:32]1.